This data is from the Open Reaction Database (ORD), a public repository of structured organic reaction records. The task is: describe an organic reaction: reactants, conditions, products, and yield The reactants are NC1=NC=NN2C1=C(C(=C2)C=O)C2=CC=C(C=C2)NC(=O)NC2=NC=CC(=C2)C(F)(F)F (AF), CC(C)([O-])C.[K+] (Potassium tert-butoxide), O (water). The reagents and catalysts are [Br-].C[P+](C1=CC=CC=C1)(C1=CC=CC=C1)C1=CC=CC=C1 (methyltriphenylphosphonium bromide). The solvent is O1CCOCC1 (1,4-dioxane), O1CCOCC1 (1,4-dioxane). Reaction conditions: time 30 minute. Yields the product NC1=NC=NN2C1=C(C(=C2)C=C)C2=CC=C(C=C2)NC(=O)NC2=NC=CC(=C2)C(F)(F)F (1-[4-(4-amino-6-vinylpyrrolo[2,1-f][1,2,4]triazin-5-yl)phenyl]-3-[4-(trifluoromethyl)pyridin-2-yl]urea). RXN SMILES: [CH3:1]C(C)([O-])C.[K+].[NH2:7][C:8]1[C:13]2=[C:14]([C:19]3[CH:24]=[CH:23][C:22]([NH:25][C:26]([NH:28][C:29]4[CH:34]=[C:33]([C:35]([F:38])([F:37])[F:36])[CH:32]=[CH:31][N:30]=4)=[O:27])=[CH:21][CH:20]=3)[C:15]([CH:17]=O)=[CH:16][N:12]2[N:11]=[CH:10][N:9]=1.O>O1CCOCC1.[Br-].C[P+](C1C=CC=CC=1)(C1C=CC=CC=1)C1C=CC=CC=1>[NH2:7][C:8]1[C:13]2=[C:14]([C:19]3[CH:24]=[CH:23][C:22]([NH:25][C:26]([NH:28][C:29]4[CH:34]=[C:33]([C:35]([F:38])([F:37])[F:36])[CH:32]=[CH:31][N:30]=4)=[O:27])=[CH:21][CH:20]=3)[C:15]([CH:17]=[CH2:1])=[CH:16][N:12]2[N:11]=[CH:10][N:9]=1 |f:0.1,5.6|. Procedure details: Potassium tert-butoxide (1.0 g, 9.06 mmol) was suspended in 1,4-dioxane (20 mL) and treated with methyltriphenylphosphonium bromide (3.2 g, 9.06 mmol). The mixture was allowed to stir at rt for 30 min. A yellow suspension formed then Intermediate AF (1-[4-(4-amino-6-formylpyrrolo[2,1-f][1,2,4]triazin-5-yl)phenyl]-3-[4-(trifluoromethyl)-pyridin-2-yl]urea) (2.0 g, 4.53 mmol) in 1,4-dioxane (10 mL) was slowly added and the reaction was stirred at rt for 4 hr. The reaction was slowly poured into vig... The reactants are CC#N (MeCN), C(CCC)[Li] (n-butyllithium), BrC1=NC(=CC=C1)Br (2,6-dibromopyridine). Solvent: C1CCOC1 (THF), C1CCOC1 (THF). Reaction conditions: temperature -78 celsius, time 30 minute. The product is ethyl acetate hexanes, BrC1=CC=CC(=N1)CC#N ((6-Bromopyridin-2-yl)acetonitrile). The yield is 0.0%. Reaction SMILES: [CH3:1][C:2]#[N:3].C([Li])CCC.Br[C:10]1[CH:15]=[CH:14][CH:13]=[C:12]([Br:16])[N:11]=1>C1COCC1>[Br:16][C:12]1[N:11]=[C:10]([CH2:1][C:2]#[N:3])[CH:15]=[CH:14][CH:13]=1. Procedure: To a solution of MeCN (14.29 mL, 274 mmol) in THF (300 mL) at −78° C. was added n-butyllithium (2.5 Min hexanes, 100 mL, 251 mmol). After stirring for 30 minutes at −78° C., 2,6-dibromopyridine (18.0 g, 76 mmol) in THF (100 mL) was added. The reaction was stirred at −78° C. for 45 minutes, warmed to room temperature over 45 minutes, and quenched with water. The mixture was extracted with ethyl acetate (2×). The combined organic layers were washed with brine, dried (MgSO4), and concentrated in va... The reactants are COC(=O)Oc1ccc(C(C)(C)C)cc1Cl, [K+], O=[N+]([O-])[O-], O=S(=O)(O)O. Yields the product COC(=O)Oc1cc([N+](=O)[O-])c(C(C)(C)C)cc1Cl. As a reaction SMILES: [C:1]([O:2][c:3]1[c:4]([Cl:13])[cH:5][c:6]([C:9]([CH3:10])([CH3:11])[CH3:12])[cH:7][cH:8]1)([O:14][CH3:15])=[O:16].[K+:21].[N+:17](=[O:18])([O-:19])[O-:20].[S:22](=[O:23])(=[O:24])([OH:25])[OH:26]>>[C:1]([O:2][c:3]1[c:4]([Cl:13])[cH:5][c:6]([C:9]([CH3:10])([CH3:11])[CH3:12])[c:7]([N+:17](=[O:18])[O-:19])[cH:8]1)([O:14][CH3:15])=[O:16].